This data is from the Open Reaction Database (ORD), a public repository of structured organic reaction records. The task is: describe an organic reaction: reactants, conditions, products, and yield Reactants: C(C1=CC=CC=C1)OC(CO)CO (2-benzyloxy-1,3-propanediol), P(=O)(OC)(Cl)Cl (methyl dichlorophosphate), N1=CC=CC=C1 (pyridine). Conditions: temperature 20 celsius, time 8 hour. The product is C(C1=CC=CC=C1)OC1COP(OC1)(C)=O (5-benzyloxy-2-methyl-1,3,2-dioxaphosphorinane-2-oxide). Yield: 40.0%. RXN SMILES: [CH2:1]([O:8][CH:9]([CH2:12][OH:13])[CH2:10][OH:11])[C:2]1[CH:7]=[CH:6][CH:5]=[CH:4][CH:3]=1.[P:14](Cl)(Cl)([O:16]C)=O.N1C=CC=C[CH:21]=1>>[CH2:1]([O:8][CH:9]1[CH2:10][O:11][P:14](=[O:16])([CH3:21])[O:13][CH2:12]1)[C:2]1[CH:7]=[CH:6][CH:5]=[CH:4][CH:3]=1. Reported procedure: A solution 0.5 g (2.75 mmol) of 2-benzyloxy-1,3-propanediol in 3.0 mL of pyridine was stirred at 0° C. under N2 as 0.37 g (2.5 mmol) of methyl dichlorophosphate was added dropwise over 15 mins to keep the solution under 10° C. The cold bath was removed and the reaction mixture was stirred overnight at 20° C.(~14 h). The mixture was filtered, and washed with benzene (10 mL), and the filtrate was evaporated. The residue was dissolved in benzene: CH2Cl2 (1:1, 20 mL), washed with H2O (10 mL), satura... The reactants are C(C(F)(F)F)(OC(F)F)Cl (isoflurane), [F-].[Na+] (sodium fluoride), crude products. Conditions: temperature 283 celsius, time 24 hour. The product is C(F)(F)OC(F)C(F)(F)F (CHF2OCHFCF3). Yield: 21.8%. Reaction SMILES: [CH:1](Cl)([O:6][CH:7]([F:9])[F:8])[C:2]([F:5])([F:4])[F:3].[F-:11].[Na+]>>[CH:7]([O:6][CH:1]([C:2]([F:5])([F:4])[F:3])[F:11])([F:9])[F:8] |f:1.2|. Reported procedure: A 1 liter autoclave (316SS, Parr) was charged with 399 g (2.2 moles) isoflurane and 84 g (2.0 moles) of sodium fluoride. The reaction mass was heated to 283° C. without stirring. After 24 hours at 283° C., the pressure was 1160 psi. The autoclave was then cooled to ca. 10° C. and the crude products (228 g) transferred by pouring into a distillation flask. Distillation through a four foot vacuum jacketed column packed with glass beads gave 73.4 g CHF2OCHFCF3. The material remaining in the distill... Yields the product CC(O)C1COCC(c2ccc(Cl)cc2)N1. Reactants: CC(OCc1ccccc1)C1COCC(c2ccc(Cl)cc2)N1, C[Si](C)(C)I, ClCCl, [Na+], [OH-]. As a reaction SMILES: [CH2:1]([c:2]1[cH:3][cH:4][cH:5][cH:6][cH:7]1)[O:8][CH:9]([CH3:10])[CH:11]1[CH2:12][O:13][CH2:14][CH:15]([c:17]2[cH:18][cH:19][c:20]([Cl:23])[cH:21][cH:22]2)[NH:16]1.[CH3:27][Si:28]([I:29])([CH3:30])[CH3:31].[Cl:24][CH2:25][Cl:26].[Na+:33].[OH-:32]>>[OH:8][CH:9]([CH3:10])[CH:11]1[CH2:12][O:13][CH2:14][CH:15]([c:17]2[cH:18][cH:19][c:20]([Cl:23])[cH:21][cH:22]2)[NH:16]1. Procedure details: In a manner analogous to that described in Example 5, from 1-[10,11-dihydro-3-methoxy-8-methylthio-dibenzo[b,f]thiepin-10-yl]-piperazine and 4-chloro-2-butyn-1-ol there is obtained 4-{4-[10,11-dihydro-3-methoxy-8-methylthio-dibenzo-[b,f]thiepin-10-yl]-1-piperazinyl}-2-butyn-1-ol, the dihydrochloride of which melts at 208°-210° C. RXN SMILES: [CH3:1][O:2][C:3]1[CH:4]=[CH:5][C:6]2[CH2:12][CH:11]([N:13]3[CH2:18][CH2:17][NH:16][CH2:15][CH2:14]3)[C:10]3[CH:19]=[C:20]([S:23][CH3:24])[CH:21]=[CH:22][C:9]=3[S:8][C:7]=2[CH:25]=1.Cl[CH2:27][C:28]#[C:29][CH2:30][OH:31]>>[CH3:1][O:2][C:3]1[CH:4]=[CH:5][C:6]2[CH2:12][CH:11]([N:13]3[CH2:14][CH2:15][N:16]([CH2:27][C:28]#[C:29][CH2:30][OH:31])[CH2:17][CH2:18]3)[C:10]3[CH:19]=[C:20]([S:23][CH3:24])[CH:21]=[CH:22][C:9]=3[S:8][C:7]=2[CH:25]=1. Yields the product COC=1C=CC2=C(SC3=C(C(C2)N2CCN(CC2)CC#CCO)C=C(C=C3)SC)C1 (4-{4-[10,11-dihydro-3-methoxy-8-methylthio-dibenzo-[b,f]thiepin-10-yl]-1-piperazinyl}-2-butyn-1-ol). Starting materials: COC=1C=CC2=C(SC3=C(C(C2)N2CCNCC2)C=C(C=C3)SC)C1 (1-[10,11-dihydro-3-methoxy-8-methylthio-dibenzo[b,f]thiepin-10-yl]-piperazine), ClCC#CCO (4-chloro-2-butyn-1-ol). The reactants are CC(=O)N1CCC(NC(=O)OC(C)(C)C)CC1, ClCCl, Cl, C1COCCO1. Product: CC(=O)N1CCC(N)CC1, Cl. As a reaction SMILES: [C:1]([CH3:2])(=[O:3])[N:4]1[CH2:5][CH2:6][CH:7]([NH:10][C:11](=[O:12])[O:13][C:14]([CH3:15])([CH3:16])[CH3:17])[CH2:8][CH2:9]1.[Cl:19][CH2:20][Cl:21].[ClH:18].[O:22]1[CH2:23][CH2:24][O:25][CH2:26][CH2:27]1>>[C:1]([CH3:2])(=[O:3])[N:4]1[CH2:5][CH2:6][CH:7]([NH2:10])[CH2:8][CH2:9]1.[ClH:18].